Dataset: the Open Reaction Database (ORD), a public repository of structured organic reaction records. Task: describe an organic reaction: reactants, conditions, products, and yield Reactants: C1(CCCC(=O)O1)=O (Glutaric anhydride), C(#C)C=1C=C(N)C=CC1 (3-ethynylaniline). Solvent: ClCCl (dichloromethane). Conditions: time 6 hour. Yields the product C(#C)C=1C=C(C=CC1)NC(=O)CCCC(=O)O (4-(3-Ethynyl-phenylcarbamoyl)-butyric acid). The yield is 92.3%. As a reaction SMILES: [C:1]1(=[O:8])[O:7][C:5](=[O:6])[CH2:4][CH2:3][CH2:2]1.[C:9]([C:11]1[CH:12]=[C:13]([CH:15]=[CH:16][CH:17]=1)[NH2:14])#[CH:10]>ClCCl>[C:9]([C:11]1[CH:12]=[C:13]([NH:14][C:5]([CH2:4][CH2:3][CH2:2][C:1]([OH:7])=[O:8])=[O:6])[CH:15]=[CH:16][CH:17]=1)#[CH:10]. Procedure: Glutaric anhydride (215 mg, 1.9 mmol) was dissolved in anhydrous dichloromethane (7 ml) and followed by the addition of 3-ethynylaniline (200 mg, 1.7 mmol). The mixture was allowed to stir at room temperature for 6 hours before the solvent was evaporated under reduced pressure to provide the product as a white solid (363 mg, 99%); The reactants are Cl (hydrochloric acid), C([O-])(O)=O.[Na+] (sodium bicarbonate), BrC1=C(C=C(C=C1)C(C(OCC)OCC)=O)F (1-(4-Bromo-3-fluorophenyl)-2,2-diethoxyethanone), [OH-].[K+] (potassium hydroxide), C(O)(O)=O.NNC(=N)N (aminoguanidine bicarbonate). Solvent: C(C)O (ethanol), O (water), C(C)O (ethanol). Run at temperature 75 celsius, time 30 minute. Yields the product BrC1=C(C=C(C=C1)C1=CN=C(N=N1)N)F (6-(4-Bromo-3-fluorophenyl)-1,2,4-triazin-3-amine). Isolated yield 53.4%. RXN SMILES: [Br:1][C:2]1[CH:7]=[CH:6][C:5]([C:8](=O)[CH:9](OCC)OCC)=[CH:4][C:3]=1[F:17].[OH-].[K+].C(=O)(O)O.[NH2:24][NH:25][C:26]([NH2:28])=[NH:27].Cl.C(=O)(O)[O-].[Na+]>C(O)C.O>[Br:1][C:2]1[CH:7]=[CH:6][C:5]([C:8]2[N:24]=[N:25][C:26]([NH2:28])=[N:27][CH:9]=2)=[CH:4][C:3]=1[F:17] |f:1.2,3.4,6.7|. Procedure: A 22 L flask was charged with 1-(4-bromo-3-fluorophenyl)-2,2-diethoxyethanone (6, 1240 g, 4.07 mol), ethanol (11 L), water (1.4 L), potassium hydroxide (KOH, 910 g, 16.3 mol, 4.0 equiv), and aminoguanidine bicarbonate (1105 g, 8.13 mol, 2.0 equiv) at room temperature. The resulting reaction mixture was then heated to 75° C. for 14 h. When HPLC showed the condensation reaction was deemed complete, the reaction mixture was cooled down to room temperature before being filtered. The filtrate was the... Yield: 47.0%. The reactants are NC1=NN(C(=N1)N)C(=S)NC (3,5-Diamino-1-[methylamino(thiocarbonyl)]-1H-1,2,4-triazole), C(C1=CC=CC=C1)=O (benzaldehyde), DL-camphor-10-sulfonic acid. Reaction SMILES: [NH2:1][C:2]1[N:6]=[C:5]([NH2:7])[N:4]([C:8]([NH:10][CH3:11])=[S:9])[N:3]=1.[CH:12](=O)[C:13]1[CH:18]=[CH:17][CH:16]=[CH:15][CH:14]=1>C(O)C>[NH2:7][C:5]1[N:4]([C:8]([NH:10][CH3:11])=[S:9])[N:3]=[C:2]([N:1]=[CH:12][C:13]2[CH:18]=[CH:17][CH:16]=[CH:15][CH:14]=2)[N:6]=1. Conditions: temperature 60 celsius. Solvent: C(C)O (ethanol). Reported procedure: The compound (3.00 g) obtained in Example 31, ethanol (100 ml), benzaldehyde (1.99 g) and DL-camphor-10-sulfonic acid (110 mg) were stirred with heating in an oil bath at 60° C. for 5 hours. After the reaction, the mixture was cooled to room temperature and the resulting crystals were collected by filtration, which were washed with ethanol and dried to give 2.13 g of pale-yellow crystals (yield 47%). Yields the product NC1=NC(=NN1C(=S)NC)N=CC1=CC=CC=C1 (5-Amino-3-[(N-benzylidene)amino]-1-[methylamino(thiocarbonyl)]-1H-1,2,4-triazole). Reactants: O=C(O)c1ccc(N=C=S)cc1, C1CCOC1, COc1ccc(-c2cc3ccccc3[nH]2)cc1N. The product is COc1ccc(-c2cc3ccccc3[nH]2)cc1NC(=S)Nc1ccc(C(=O)O)cc1. Reaction SMILES: [C:19](=[O:20])([OH:21])[c:22]1[cH:23][cH:24][c:25]([N:28]=[C:29]=[S:30])[cH:26][cH:27]1.[O:31]1[CH2:32][CH2:33][CH2:34][CH2:35]1.[nH:1]1[c:2](-[c:10]2[cH:11][cH:12][c:13]([O:17][CH3:18])[c:14]([NH2:16])[cH:15]2)[cH:3][c:4]2[cH:5][cH:6][cH:7][cH:8][c:9]12>>[nH:1]1[c:2](-[c:10]2[cH:11][cH:12][c:13]([O:17][CH3:18])[c:14]([NH:16][C:29]([NH:28][c:25]3[cH:24][cH:23][c:22]([C:19](=[O:20])[OH:21])[cH:27][cH:26]3)=[S:30])[cH:15]2)[cH:3][c:4]2[cH:5][cH:6][cH:7][cH:8][c:9]12. Starting materials: ClC(Cl)Cl, CC(C(=O)O)c1ccc2cc(CO)ccc2c1. The product is CC(C(=O)O)c1ccc2cc(C=O)ccc2c1. RXN SMILES: [CH:18]([Cl:19])([Cl:20])[Cl:21].[OH:1][CH2:2][c:3]1[cH:4][c:5]2[cH:6][cH:7][c:8]([CH:13]([C:14](=[O:15])[OH:16])[CH3:17])[cH:9][c:10]2[cH:11][cH:12]1>>[O:1]=[CH:2][c:3]1[cH:4][c:5]2[cH:6][cH:7][c:8]([CH:13]([C:14](=[O:15])[OH:16])[CH3:17])[cH:9][c:10]2[cH:11][cH:12]1. Starting materials: CC(C)(C)OC(=O)NCCCCCCC(=O)Nc1nc2ccc(OS(=O)(=O)c3ccc(F)cc3)cc2s1, CC(C)N(CCN)C(C)C. The product is CC(C)N(CCNc1ccc(S(=O)(=O)Oc2ccc3nc(NC(=O)CCCCCCNC(=O)OC(C)(C)C)sc3c2)cc1)C(C)C. RXN SMILES: [C:1]([CH3:2])([CH3:3])([CH3:4])[O:5][C:6](=[O:7])[NH:8][CH2:9][CH2:10][CH2:11][CH2:12][CH2:13][CH2:14][C:15](=[O:16])[NH:17][c:18]1[s:19][c:20]2[c:21]([n:22]1)[cH:23][cH:24][c:25]([O:27][S:28](=[O:29])(=[O:30])[c:31]1[cH:32][cH:33][c:34]([F:37])[cH:35][cH:36]1)[cH:26]2.[CH:38]([CH3:39])([CH3:40])[N:41]([CH2:42][CH2:43][NH2:44])[CH:45]([CH3:46])[CH3:47]>>[C:1]([CH3:2])([CH3:3])([CH3:4])[O:5][C:6](=[O:7])[NH:8][CH2:9][CH2:10][CH2:11][CH2:12][CH2:13][CH2:14][C:15](=[O:16])[NH:17][c:18]1[s:19][c:20]2[c:21]([n:22]1)[cH:23][cH:24][c:25]([O:27][S:28](=[O:29])(=[O:30])[c:31]1[cH:32][cH:33][c:34]([NH:44][CH2:43][CH2:42][N:41]([CH:38]([CH3:39])[CH3:40])[CH:45]([CH3:46])[CH3:47])[cH:35][cH:36]1)[cH:26]2. Starting materials: C(C)(=O)OCC (ethyl acetate), BrC=1C=CC(=NC1)SC (5-bromo-2-methylsulfanyl-pyridine). Solvent: O (water), C(C)(=O)O (acetic acid), O (water). Reaction conditions: time 8 hour. The product is BrC=1C=CC(=NC1)S(=O)C (5-Bromo-2-methanesulfinyl-pyridine). Reaction SMILES: [Br:1][C:2]1[CH:3]=[CH:4][C:5]([S:8][CH3:9])=[N:6][CH:7]=1.C(OCC)(=[O:12])C>O.C(O)(=O)C>[Br:1][C:2]1[CH:3]=[CH:4][C:5]([S:8]([CH3:9])=[O:12])=[N:6][CH:7]=1. Procedure: NalO4 (0.52 g) dissolved in water (0.5 mL) was added to a solution of 5-bromo-2-methylsulfanyl-pyridine (0.25 g) in acetic acid (3 mL) at room temperature. The resulting mixture was stirred at room temperature overnight. Then, water and ethyl acetate were added and the mixture was stirred for another 10 min. The organic phase was separated and washed with 10% aqueous Na2S2O3 solution, 10% aqueous K2CO3 solution, and brine. After drying (MgSO4), the solvent was evaporated to afford the title comp... The reactants are NOCC1CC1, CCN(C(C)C)C(C)C, ClCCl, Cl, O=S(=O)(Cl)c1ccc(F)c(F)c1F. Yields the product O=S(=O)(NOCC1CC1)c1ccc(F)c(F)c1F. RXN SMILES: [CH:2]1([CH2:5][O:6][NH2:7])[CH2:3][CH2:4]1.[CH:8]([N:9]([CH:10]([CH3:11])[CH3:12])[CH2:13][CH3:14])([CH3:15])[CH3:16].[Cl:30][CH2:31][Cl:32].[ClH:1].[F:17][c:18]1[c:19]([S:26](=[O:27])(=[O:28])[Cl:29])[cH:20][cH:21][c:22]([F:25])[c:23]1[F:24]>>[CH:2]1([CH2:5][O:6][NH:7][S:26]([c:19]2[c:18]([F:17])[c:23]([F:24])[c:22]([F:25])[cH:21][cH:20]2)(=[O:27])=[O:28])[CH2:3][CH2:4]1. Reactants: BrC=1C=C2C=CN=CC2=CC1Cl (6-Bromo-7-chloro-isoquinoline), BrC=1C=C2C=CN(C(C2=CC1)=O)CC1=CC=C(C=C1)OC (6-Bromo-2-(4-methoxy-benzyl)-2H-isoquinolin-1-one). Yields the product BrC=1C=C2C=CN(C(C2=CC1Cl)=O)CC1=CC=C(C=C1)OC (6-Bromo-7-chloro-2-(4-methoxy-benzyl)-2H-isoquinolin-1-one). RXN SMILES: BrC1C=C2C(=CC=1[Cl:12])C=NC=C2.[Br:13][C:14]1[CH:15]=[C:16]2[C:21](=[CH:22][CH:23]=1)[C:20](=[O:24])[N:19]([CH2:25][C:26]1[CH:31]=[CH:30][C:29]([O:32][CH3:33])=[CH:28][CH:27]=1)[CH:18]=[CH:17]2>>[Br:13][C:14]1[CH:15]=[C:16]2[C:21](=[CH:22][C:23]=1[Cl:12])[C:20](=[O:24])[N:19]([CH2:25][C:26]1[CH:27]=[CH:28][C:29]([O:32][CH3:33])=[CH:30][CH:31]=1)[CH:18]=[CH:17]2. Procedure: Starting from 6-Bromo-7-chloro-isoquinoline (263), the title compound was prepared by the method described for 6-Bromo-2-(4-methoxy-benzyl)-2H-isoquinolin-1-one (13). Rt=1.66 min (Method C). Detected mass: 318.3 (M+H+).